Task: describe an organic reaction: reactants, conditions, products, and yield. Dataset: the Open Reaction Database (ORD), a public repository of structured organic reaction records Starting materials: C=CCC(CO)COC(=O)C(NC(c1ccccc1)(c1ccccc1)c1ccccc1)C(C)C, CCCCCCCCCCCCCCCCCC(=O)Cl, ClCCl, c1ccncc1. Product: C=CCC(COC(=O)C(NC(c1ccccc1)(c1ccccc1)c1ccccc1)C(C)C)C(O)C(=O)CCCCCCCCCCCCCCCCC. Reaction SMILES: [C:1]([c:2]1[cH:3][cH:4][cH:5][cH:6][cH:7]1)([c:8]1[cH:9][cH:10][cH:11][cH:12][cH:13]1)([c:14]1[cH:15][cH:16][cH:17][cH:18][cH:19]1)[NH:20][CH:21]([CH:22]([CH3:23])[CH3:24])[C:25](=[O:26])[O:27][CH2:28][CH:29]([CH2:30][OH:31])[CH2:32][CH:33]=[CH2:34].[C:41]([CH2:42][CH2:43][CH2:44][CH2:45][CH2:46][CH2:47][CH2:48][CH2:49][CH2:50][CH2:51][CH2:52][CH2:53][CH2:54][CH2:55][CH2:56][CH2:57][CH3:58])(=[O:59])[Cl:60].[Cl:61][CH2:62][Cl:63].[cH:35]1[cH:36][cH:37][n:38][cH:39][cH:40]1>>[C:1]([c:2]1[cH:3][cH:4][cH:5][cH:6][cH:7]1)([c:8]1[cH:9][cH:10][cH:11][cH:12][cH:13]1)([c:14]1[cH:15][cH:16][cH:17][cH:18][cH:19]1)[NH:20][CH:21]([CH:22]([CH3:23])[CH3:24])[C:25](=[O:26])[O:27][CH2:28][CH:29]([CH:30]([OH:31])[C:41]([CH2:42][CH2:43][CH2:44][CH2:45][CH2:46][CH2:47][CH2:48][CH2:49][CH2:50][CH2:51][CH2:52][CH2:53][CH2:54][CH2:55][CH2:56][CH2:57][CH3:58])=[O:59])[CH2:32][CH:33]=[CH2:34]. Starting materials: O=C([O-])[O-], CCOC(=O)C(C)(C)Oc1ccc(OCCc2nc(-c3ccccc3)oc2C)cc1CBr, CCOC(=O)C(C)(C)Oc1ccc(OCCc2nc(-c3ccccc3)oc2C)cc1COc1cccc(C)c1, Cc1cccc(O)c1, CCO, [K+], [K+], [Na+], [OH-]. The product is Cc1cccc(OCc2cc(OCCc3nc(-c4ccccc4)oc3C)ccc2OC(C)(C)C(=O)O)c1. RXN SMILES: [C:41](=[O:42])([O-:43])[O-:44].[CH2:1]([O:2][C:3](=[O:4])[C:5]([O:6][c:7]1[cH:8][cH:9][c:10]([O:11][CH2:12][CH2:13][c:14]2[n:15][c:16](-[c:17]3[cH:18][cH:19][cH:20][cH:21][cH:22]3)[o:23][c:24]2[CH3:25])[cH:26][c:27]1[CH2:28][Br:29])([CH3:30])[CH3:31])[CH3:32].[CH2:47]([CH3:48])[O:49][C:50]([C:51]([CH3:52])([O:53][c:54]1[c:55]([CH2:75][O:76][c:77]2[cH:78][c:79]([CH3:83])[cH:80][cH:81][cH:82]2)[cH:56][c:57]([O:60][CH2:61][CH2:62][c:63]2[n:64][c:65](-[c:69]3[cH:70][cH:71][cH:72][cH:73][cH:74]3)[o:66][c:67]2[CH3:68])[cH:58][cH:59]1)[CH3:84])=[O:85].[CH3:33][c:34]1[cH:35][c:36]([OH:37])[cH:38][cH:39][cH:40]1.[CH3:88][CH2:89][OH:90].[K+:45].[K+:46].[Na+:87].[OH-:86]>>[O:49]=[C:50]([C:51]([CH3:52])([O:53][c:54]1[c:55]([CH2:75][O:76][c:77]2[cH:78][c:79]([CH3:83])[cH:80][cH:81][cH:82]2)[cH:56][c:57]([O:60][CH2:61][CH2:62][c:63]2[n:64][c:65](-[c:69]3[cH:70][cH:71][cH:72][cH:73][cH:74]3)[o:66][c:67]2[CH3:68])[cH:58][cH:59]1)[CH3:84])[OH:85].